From a dataset of the Open Reaction Database (ORD), a public repository of structured organic reaction records. describe an organic reaction: reactants, conditions, products, and yield The reactants are CCOC(=O)C(=CC1CCCC1)c1ccc(S(C)(=O)=O)cc1, CO, [Na+], [OH-]. Product: CS(=O)(=O)c1ccc(C(=CC2CCCC2)C(=O)O)cc1. As a reaction SMILES: [CH2:1]([CH3:2])[O:3][C:4]([C:5](=[CH:6][CH:7]1[CH2:8][CH2:9][CH2:10][CH2:11]1)[c:12]1[cH:13][cH:14][c:15]([S:18](=[O:19])(=[O:20])[CH3:21])[cH:16][cH:17]1)=[O:22].[CH3:25][OH:26].[Na+:24].[OH-:23]>>[O:3]=[C:4]([C:5](=[CH:6][CH:7]1[CH2:8][CH2:9][CH2:10][CH2:11]1)[c:12]1[cH:13][cH:14][c:15]([S:18](=[O:19])(=[O:20])[CH3:21])[cH:16][cH:17]1)[OH:22]. Yields the product COc1ccc(-n2cc(C=O)cn2)cc1. Reaction SMILES: [Br:1][c:2]1[cH:3][n:4][n:5](-[c:7]2[cH:8][cH:9][c:10]([O:13][CH3:14])[cH:11][cH:12]2)[cH:6]1.[CH2:15]([Li:16])[CH2:17][CH2:18][CH3:19].[CH3:20][CH2:21][CH2:22][CH2:23][CH2:24][CH3:25].[CH3:26][N:27]([CH:28]=[O:29])[CH3:30].[O:31]1[CH2:32][CH2:33][CH2:34][CH2:35]1>>[c:2]1([CH:28]=[O:29])[cH:3][n:4][n:5](-[c:7]2[cH:8][cH:9][c:10]([O:13][CH3:14])[cH:11][cH:12]2)[cH:6]1. Reactants: COc1ccc(-n2cc(Br)cn2)cc1, [Li]CCCC, CCCCCC, CN(C)C=O, C1CCOC1. Starting materials: FC(C1(CCNCC1)O)(F)F (4-trifluoromethyl-piperidin-4-ol), C(=O)(OC(C)(C)C)N[C@H](C(C)(C)C)C(=O)O (Boc-D-tert-leucine), C(C)N1N=CC(=C1)C1=CN=C2C(=N1)C(=CN2COCC[Si](C)(C)C)C(=O)O (2-(1-ethyl-1H-pyrazol-4-yl)-5-((2-(trimethylsilyl)ethoxy)methyl)-5H-pyrrolo[3,2-b]pyrazine-7-carboxylic acid), N1CCCC1 (pyrrolidine), CC(C)(C)OC(=O)N[C@H](C1CC1)C(=O)O (Boc-D-cyclopropyl glycine), C1(CC1)C=1N=C2C(=NC1)N(C=C2C(=O)O)COCC[Si](C)(C)C (2-cyclopropyl-5-(2-trimethylsilanyl-ethoxymethyl)-5H-pyrrolo[2,3-b]pyrazine-7-carboxylic acid). Yields the product C1(CC1)[C@H](C(=O)N1CCC(CC1)(C(F)(F)F)O)NC(=O)C1=CNC2=NC=C(N=C21)C=2C=NN(C2)CC (2-(1-Ethyl-1H-pyrazol-4-yl)-5H-pyrrolo[2,3-b]pyrazine-7-carboxylic acid [(R)-1-cyclopropyl-2-(4-hydroxy-4-trifluoromethyl-piperidin-1-yl)-2-oxo-ethyl]-amide). RXN SMILES: [F:1][C:2]([F:11])([F:10])[C:3]1([OH:9])[CH2:8][CH2:7][NH:6][CH2:5][CH2:4]1.N1CCCC1.CC(O[C:22]([NH:24][C@@H:25]([C:29]([OH:31])=O)[CH:26]1[CH2:28][CH2:27]1)=[O:23])(C)C.C(N[C@@H](C(O)=O)C(C)(C)C)(OC(C)(C)C)=O.[CH2:48]([N:50]1[CH:54]=[C:53]([C:55]2[N:60]=[C:59]3[C:61](C(O)=O)=[CH:62][N:63](COCC[Si](C)(C)C)[C:58]3=[N:57][CH:56]=2)[CH:52]=[N:51]1)[CH3:49].C1(C2N=C3C(C(O)=O)=CN(COCC[Si](C)(C)C)C3=NC=2)CC1>>[CH:26]1([C@@H:25]([NH:24][C:22]([C:61]2[C:59]3[C:58](=[N:57][CH:56]=[C:55]([C:53]4[CH:52]=[N:51][N:50]([CH2:48][CH3:49])[CH:54]=4)[N:60]=3)[NH:63][CH:62]=2)=[O:23])[C:29]([N:6]2[CH2:5][CH2:4][C:3]([OH:9])([C:2]([F:1])([F:10])[F:11])[CH2:8][CH2:7]2)=[O:31])[CH2:27][CH2:28]1. Reported procedure: Prepared according to the procedure outlined in Example 1 substituting 4-trifluoromethyl-piperidin-4-ol (Example 74, step 2) for pyrrolidine, Boc-D-cyclopropyl glycine for Boc-D-tert-leucine, and 2-(1-ethyl-1H-pyrazol-4-yl)-5-((2-(trimethylsilyl)ethoxy)methyl)-5H-pyrrolo[3,2-b]pyrazine-7-carboxylic acid for 2-cyclopropyl-5-(2-trimethylsilanyl-ethoxymethyl)-5H-pyrrolo[2,3-b]pyrazine-7-carboxylic acid. MS: (M+H)+=506. The reactants are O1CCCC1 (tetrahydrofuran), C(CC)C1=CC=C(C=C1)C1=CC=C(C=C1)C1C(CCCC1)=O ((4-(4-propylphenyl)phenyl)cyclohexanone), [Br-].O1C(OCCC1)CC[P+](C1=CC=CC=C1)(C1=CC=CC=C1)C1=CC=CC=C1 (2-(1,3-dioxan-2-yl)ethyltriphenylphosphonium bromide), O1CCCC1 (tetrahydrofuran), CC(C)([O-])C.[K+] (potassium t-butoxide). Run in CCOCC (ether). Run at time 1 hour. Product: C(CC)C1=CC=C(C=C1)C1=CC=C(C=C1)C1CCCCC1 (4-(4-propylphenyl)phenylcyclohexane). As a reaction SMILES: [Br-].O1CCCOC1CC[P+](C1C=CC=CC=1)(C1C=CC=CC=1)C1C=CC=CC=1.O1CCCC1.CC(C)([O-])C.[K+].[CH2:40]([C:43]1[CH:48]=[CH:47][C:46]([C:49]2[CH:54]=[CH:53][C:52]([CH:55]3[CH2:60][CH2:59][CH2:58][CH2:57][C:56]3=O)=[CH:51][CH:50]=2)=[CH:45][CH:44]=1)[CH2:41][CH3:42]>CCOCC>[CH2:40]([C:43]1[CH:48]=[CH:47][C:46]([C:49]2[CH:50]=[CH:51][C:52]([CH:55]3[CH2:60][CH2:59][CH2:58][CH2:57][CH2:56]3)=[CH:53][CH:54]=2)=[CH:45][CH:44]=1)[CH2:41][CH3:42] |f:0.1,3.4|. Procedure: Into a three-necked flask equipped with a dropping funnel, a three-way cock and a thermometer was placed 2-(1,3-dioxan-2-yl)ethyltriphenylphosphonium bromide (22.9 g, 50 mmols), followed by adding tetrahydrofuran (100 ml), suspending, stirring the suspension under ice cooling till the liquid temperautre reached 10° C. The resulting reaction mixture is added potassium t-butoxide (5.6 g, 50 mmols), followed by elevating the temperature up to room temperature under ice cooling for one hour, stirrin... The reactants are C(C)(=O)O[C@H]1C[C@H]2CC[C@H]3[C@@H]4CC[C@H]([C@@H](CCC(=O)O)C)[C@]4(CC[C@@H]3[C@]2(CC1)C)C (3α-Acetoxy-5β-cholanic acid), S(=O)(Cl)Cl (thionyl chloride). Run in C1=CC=CC=C1 (benzene). Yields the product C(C)(=O)O[C@H]1C[C@H]2CC[C@H]3[C@@H]4CC[C@H]([C@@H](CCCCl)C)[C@]4(CC[C@@H]3[C@]2(CC1)C)C (3α-acetoxy-5β-cholanyl chloride). Reaction SMILES: [C:1]([O:4][C@@H:5]1[CH2:28][CH2:27][C@@:26]2([CH3:29])[C@H:7]([CH2:8][CH2:9][C@@H:10]3[C@@H:25]2[CH2:24][CH2:23][C@@:22]2([CH3:30])[C@H:11]3[CH2:12][CH2:13][C@@H:14]2[C@H:15]([CH3:21])[CH2:16][CH2:17][C:18](O)=O)[CH2:6]1)(=[O:3])[CH3:2].S(Cl)([Cl:33])=O>C1C=CC=CC=1>[C:1]([O:4][C@@H:5]1[CH2:28][CH2:27][C@@:26]2([CH3:29])[C@H:7]([CH2:8][CH2:9][C@@H:10]3[C@@H:25]2[CH2:24][CH2:23][C@@:22]2([CH3:30])[C@H:11]3[CH2:12][CH2:13][C@@H:14]2[C@H:15]([CH3:21])[CH2:16][CH2:17][CH2:18][Cl:33])[CH2:6]1)(=[O:3])[CH3:2]. Procedure: 3α-Acetoxy-5β-cholanic acid (4.18 g; 10 mmoles) was added to 60 ml of anhydrous benzene. The solution was cooled with ice, and with stirring, 4.5 ml of thionyl chloride was gradually added dropwise. After the addition, the mixture was reacted at room temperature for 2.5 hours with stirring. The reaction mixture was concentrated under reduced pressure, and 20 ml of anhydrous benzene was added to the residue. The mixture was repeatedly concentrated under reduced pressure to remove the thionyl chlo... Starting materials: C(C1=CC=CC=C1)OC(=O)N1CCC2(CC(N(C2=O)O)=O)CC1 (8-benzyloxycarbonyl-2-hydroxy-2,8-diazaspiro[4,5]decane-1,3-dione), BrC[N+](=O)[O-] (bromonitromethane). Yields the product C(C1=CC=CC=C1)OC(=O)N1CCC2(CC(N(C2=O)OC[N+](=O)[O-])=O)CC1 (8-Benzyloxycarbonyl-2-nitromethyloxy-2,8-diazaspiro[4,5]decane-1,3-dione). Reaction SMILES: [CH2:1]([O:8][C:9]([N:11]1[CH2:23][CH2:22][C:14]2([C:18](=[O:19])[N:17]([OH:20])[C:16](=[O:21])[CH2:15]2)[CH2:13][CH2:12]1)=[O:10])[C:2]1[CH:7]=[CH:6][CH:5]=[CH:4][CH:3]=1.Br[CH2:25][N+:26]([O-:28])=[O:27]>>[CH2:1]([O:8][C:9]([N:11]1[CH2:23][CH2:22][C:14]2([C:18](=[O:19])[N:17]([O:20][CH2:25][N+:26]([O-:28])=[O:27])[C:16](=[O:21])[CH2:15]2)[CH2:13][CH2:12]1)=[O:10])[C:2]1[CH:3]=[CH:4][CH:5]=[CH:6][CH:7]=1. Procedure: Employing 8-benzyloxycarbonyl-2-hydroxy-2,8-diazaspiro[4,5]decane-1,3-dione (0.64 g) and bromonitromethane (140 μl), reaction was conducted in the same manner as in Example 40 to obtain 0.25 g of a colorless solid, m.p. 137° to 139° C. Starting materials: CC(=O)N1CCC(=O)CC1, CCO, CN. Product: CNC1CCN(C(C)=O)CC1. Reaction SMILES: [C:3]([CH3:4])(=[O:5])[N:6]1[CH2:7][CH2:8][C:9](=[O:12])[CH2:10][CH2:11]1.[CH3:13][CH2:14][OH:15].[CH3:1][NH2:2]>>[CH3:1][NH:2][CH:9]1[CH2:8][CH2:7][N:6]([C:3]([CH3:4])=[O:5])[CH2:11][CH2:10]1. Reactants: Cl (hydrochloric acid), [OH-].[K+] (Potassium hydroxide), OCCCO (HO(CH2)3OH), S(=O)(=O)(C1=CC=C(C)C=C1)OC(C)COC(C)(C)C (TsOCH(CH3)CH2OC(CH3)3). Solvent: O1CCOCC1 (dioxane). Product: OCCCOC(C)COC(C)(C)C (HO(CH2)3OCH(CH3)CH2OC(CH3)3). The yield is 43.8%. RXN SMILES: [OH-].[K+].[OH:3][CH2:4][CH2:5][CH2:6][OH:7].S(O[CH:19]([CH2:21][O:22][C:23]([CH3:26])([CH3:25])[CH3:24])[CH3:20])(C1C=CC(C)=CC=1)(=O)=O.Cl>O1CCOCC1>[OH:3][CH2:4][CH2:5][CH2:6][O:7][CH:19]([CH2:21][O:22][C:23]([CH3:26])([CH3:25])[CH3:24])[CH3:20] |f:0.1|. Procedure: Potassium hydroxide (274.27 g) and HO(CH2)3OH (371.93 g) were added to dioxane (3 L), and then TsOCH(CH3)CH2OC(CH3)3 (700 g) prepared in Example 2-1 was added gradually. The reaction solution was refluxed with heating for 16 hours, allowed to cool, and poured onto ice (500 g), neutralized with 2 N hydrochloric acid, concentrated and filtered to remove the precipitated salt. The filtrate was extracted with dichloromethane (250 mL), and the organic layer was washed with water (500 mL) repeatedly 1... The reactants are C(#N)CCC(CC=CC(=O)OC)(C1=CC=CC=C1)C1=CC=CC=C1 (methyl 7-cyano-5,5-diphenyl-hept-2-enoate). Reagents/catalysts: [Pd] (Pd/C). Solvent: CO (MeOH). Conditions: time 21 hour. Product: C(#N)CCC(CCCC(=O)OC)(C1=CC=CC=C1)C1=CC=CC=C1 (Methyl 7-cyano-5,5-diphenylheptanoate). Yield: 96.0%. As a reaction SMILES: [C:1]([CH2:3][CH2:4][C:5]([C:19]1[CH:24]=[CH:23][CH:22]=[CH:21][CH:20]=1)([C:13]1[CH:18]=[CH:17][CH:16]=[CH:15][CH:14]=1)[CH2:6][CH:7]=[CH:8][C:9]([O:11][CH3:12])=[O:10])#[N:2]>CO.[Pd]>[C:1]([CH2:3][CH2:4][C:5]([C:19]1[CH:24]=[CH:23][CH:22]=[CH:21][CH:20]=1)([C:13]1[CH:18]=[CH:17][CH:16]=[CH:15][CH:14]=1)[CH2:6][CH2:7][CH2:8][C:9]([O:11][CH3:12])=[O:10])#[N:2]. Reported procedure: To a solution of methyl 7-cyano-5,5-diphenyl-hept-2-enoate (1.4 1 g, 4.41 mmol) in MeOH (di00 mL) was added Pd/C (0.714 g). The reaction mixture was hydrogenated at 4 atm for 21 hr. 5 The catalyst was filtered and the filtrate was evaporated in vacuo. The oily residue (2 g) was purified by a silica gel column chromatography (eluting with 15:85 mixture of ethyl acetateihexane) to yield the desired product as a colorless oil (96 %): MS showed (M+H)+ e 322;H-NMR (CDCl3, δ): 1.25-1.36 (mn, 2H), 1.98...